This data is from the Open Reaction Database (ORD), a public repository of structured organic reaction records. The task is: describe an organic reaction: reactants, conditions, products, and yield Reactants: C(C)(C)N(CC)C(C)C (Diisopropylethylamine), C(C)(C)(C)OC(NC1CCNCC1)=O (piperidin-4-yl-carbamic acid tert-butyl ester), [N+](=O)([O-])C1=CC=C(C=C1)S(=O)(=O)Cl (4-nitrophenyl sulfonyl chloride). Solvent: C(Cl)Cl (DCM), C(Cl)Cl (DCM). Run at time 1 hour. The product is C(C)(C)(C)OC(NC1CCN(CC1)S(=O)(=O)C1=CC=C(C=C1)[N+](=O)[O-])=O ([1-(4-Nitro-benzenesulfonyl)-piperidin-4-yl]carbamic acid tert-butyl ester). The yield is 92.6%. As a reaction SMILES: C(N(C(C)C)CC)(C)C.[C:10]([O:14][C:15](=[O:23])[NH:16][CH:17]1[CH2:22][CH2:21][NH:20][CH2:19][CH2:18]1)([CH3:13])([CH3:12])[CH3:11].[N+:24]([C:27]1[CH:32]=[CH:31][C:30]([S:33](Cl)(=[O:35])=[O:34])=[CH:29][CH:28]=1)([O-:26])=[O:25]>C(Cl)Cl>[C:10]([O:14][C:15](=[O:23])[NH:16][CH:17]1[CH2:22][CH2:21][N:20]([S:33]([C:30]2[CH:29]=[CH:28][C:27]([N+:24]([O-:26])=[O:25])=[CH:32][CH:31]=2)(=[O:34])=[O:35])[CH2:19][CH2:18]1)([CH3:13])([CH3:11])[CH3:12]. Procedure details: Diisopropylethylamine (4.5 ml, 27.0 mmol) was added in one portion to a stirred solution of piperidin-4-yl-carbamic acid tert-butyl ester (5.0 g, 20.0 mmol) in DCM (40 ml) at room temperature. To this mixture was added 4-nitrophenyl sulfonyl chloride (6.0 g, 27.0 mmol) in one portion and the mixture was stirred at room temperature under a nitrogen atmosphere for 1 hour. After this time the mixture was diluted with DCM (100 ml) and washed sequentially with HCl (1M solution, 50 ml), NaOH (1M solut... The reactants are Cc1cc(C)c2c(CBr)nsc2c1, O=C([O-])[O-], COC(=O)CC(C)n1c(=O)[nH]c2ccccc2c1=O, [K+], [K+], CN(C)C=O, O. Yields the product COC(=O)CC(C)n1c(=O)c2ccccc2n(Cc2nsc3cc(C)cc(C)c23)c1=O. As a reaction SMILES: [Br:20][CH2:21][c:22]1[n:23][s:24][c:25]2[c:26]1[c:27]([CH3:32])[cH:28][c:29]([CH3:31])[cH:30]2.[C:33](=[O:34])([O-:35])[O-:36].[CH3:1][O:2][C:3]([CH2:4][CH:5]([CH3:6])[n:7]1[c:8](=[O:18])[nH:9][c:10]2[cH:11][cH:12][cH:13][cH:14][c:15]2[c:16]1=[O:17])=[O:19].[K+:37].[K+:38].[O:39]=[CH:40][N:41]([CH3:42])[CH3:43].[OH2:44]>>[CH3:1][O:2][C:3]([CH2:4][CH:5]([CH3:6])[n:7]1[c:8](=[O:18])[n:9]([CH2:21][c:22]2[n:23][s:24][c:25]3[c:26]2[c:27]([CH3:32])[cH:28][c:29]([CH3:31])[cH:30]3)[c:10]2[cH:11][cH:12][cH:13][cH:14][c:15]2[c:16]1=[O:17])=[O:19]. Reactants: COc1ccc2ccc(=O)n(CCN3CCC(NC(=O)OC(C)(C)C)CC3)c2c1, Cc1ccccc1, CO, ClC(Cl)Cl, Cl. The product is COc1ccc2ccc(=O)n(CCN3CCC(N)CC3)c2c1. RXN SMILES: [CH3:1][O:2][c:3]1[cH:4][cH:5][c:6]2[cH:7][cH:8][c:9](=[O:29])[n:10]([CH2:13][CH2:14][N:15]3[CH2:16][CH2:17][CH:18]([NH:21][C:22](=[O:23])[O:24][C:25]([CH3:26])([CH3:27])[CH3:28])[CH2:19][CH2:20]3)[c:11]2[cH:12]1.[CH3:30][c:31]1[cH:32][cH:33][cH:34][cH:35][cH:36]1.[CH3:42][OH:43].[CH:37]([Cl:38])([Cl:39])[Cl:40].[ClH:41]>>[CH3:1][O:2][c:3]1[cH:4][cH:5][c:6]2[cH:7][cH:8][c:9](=[O:29])[n:10]([CH2:13][CH2:14][N:15]3[CH2:16][CH2:17][CH:18]([NH2:21])[CH2:19][CH2:20]3)[c:11]2[cH:12]1. Starting materials: CS(C)=O, Cl, O=C(O)c1ccc(F)c(C(F)(F)F)c1, [H-], [Na+], O, OCc1ccccc1. Product: O=C(O)c1ccc(OCc2ccccc2)c(C(F)(F)F)c1. Reaction SMILES: [CH3:26][S:27]([CH3:28])=[O:29].[ClH:25].[F:3][c:4]1[c:5]([C:13]([F:14])([F:15])[F:16])[cH:6][c:7]([C:8](=[O:9])[OH:10])[cH:11][cH:12]1.[H-:1].[Na+:2].[OH2:30].[OH:17][CH2:18][c:19]1[cH:20][cH:21][cH:22][cH:23][cH:24]1>>[c:4]1([O:17][CH2:18][c:19]2[cH:20][cH:21][cH:22][cH:23][cH:24]2)[c:5]([C:13]([F:14])([F:15])[F:16])[cH:6][c:7]([C:8](=[O:9])[OH:10])[cH:11][cH:12]1. Reactants: OC1=C(C(=O)NCC2=NC=CC=C2)C=C(C=C1)OCC(F)(F)F (2-hydroxy-N-(2-pyridylmethyl)-5-(2,2,2-trifluoroethoxy)benzamide), BrCCCCC(=O)N (5-bromovaleramide). Yields the product C(N)(=O)CCCCOC1=C(C(=O)NCC2=NC=CC=C2)C=C(C=C1)OCC(F)(F)F (2-(4-carbamoylbutoxy)-N-(2-pyridylmethyl)-5-(2,2,2-trifluoroethoxy)benzamide). Yield: 66.9%. RXN SMILES: [OH:1][C:2]1[CH:17]=[CH:16][C:15]([O:18][CH2:19][C:20]([F:23])([F:22])[F:21])=[CH:14][C:3]=1[C:4]([NH:6][CH2:7][C:8]1[CH:13]=[CH:12][CH:11]=[CH:10][N:9]=1)=[O:5].Br[CH2:25][CH2:26][CH2:27][CH2:28][C:29]([NH2:31])=[O:30]>>[C:29]([CH2:28][CH2:27][CH2:26][CH2:25][O:1][C:2]1[CH:17]=[CH:16][C:15]([O:18][CH2:19][C:20]([F:23])([F:21])[F:22])=[CH:14][C:3]=1[C:4]([NH:6][CH2:7][C:8]1[CH:13]=[CH:12][CH:11]=[CH:10][N:9]=1)=[O:5])(=[O:30])[NH2:31]. Procedure: Using the general method of Example I Part A, 4.7 g (0.014 mole) of 2-hydroxy-N-(2-pyridylmethyl)-5-(2,2,2-trifluoroethoxy)benzamide was reacted with 2.3 g (0.013 mole) of 5-bromovaleramide to give 3.7 g of white powdery 2-(4-carbamoylbutoxy)-N-(2-pyridylmethyl)-5-(2,2,2-trifluoroethoxy)benzamide, m.p. 178°-180° C. Analysis: Calculated for C20H22F3N3O4 : %C, 56.5; %H, 5.2; %N, 9.9; Found: %C, 56.7; %H, 5.2; %N, 9.9. Reaction SMILES: [NH:1]([C:3]1[C:12]2[C:7](=[CH:8][C:9]([O:15][CH3:16])=[C:10]([O:13][CH3:14])[CH:11]=2)[CH2:6][CH2:5][N:4]=1)[NH2:2].Cl.[CH3:18][C:19]([CH3:21])=O>>[C:19](=[N:2][NH:1][C:3]1[C:12]2[C:7](=[CH:8][C:9]([O:15][CH3:16])=[C:10]([O:13][CH3:14])[CH:11]=2)[CH2:6][CH2:5][N:4]=1)([CH3:21])[CH3:18]. Yields the product C(C)(C)=NNC1=NCCC2=CC(=C(C=C12)OC)OC (1-(2-isopropylidenehydrazino)-6,7-dimethoxy-3,4-dihydroisoquinoline). Reactants: N(N)C1=NCCC2=CC(=C(C=C12)OC)OC (1-hydrazino-6,7-dimethoxy-3,4-dihydroisoquinoline), Cl (hydrochloric acid), CC(=O)C (acetone). Procedure: In a manner similar to that of Example 25, condensation of 1-hydrazino-6,7-dimethoxy-3,4-dihydroisoquinoline (7.0 g.) and acetone (100 ml.) and treatment of the reaction mixture with hydrochloric acid afforded 1-(2-isopropylidenehydrazino)-6,7-dimethoxy-3,4-dihydroisoquinoline (I: X = X' = CH3, Y = Y' = H, Z = Z' = CH3O) hydrochloride (7.55 g., m.p. 211.5°-213° C. with decomposition). The reactants are COC(=O)C1=C(C2=CC=CC=C2C(=C1)F)O (4-fluoro-1-hydroxynaphthalene-2-carboxylic acid methyl ester), C([O-])([O-])=O.[Cs+].[Cs+] (Cesium carbonate), [I-].[K+] (potassium iodide), FC(C1=CC=C(CBr)C=C1)(F)F (4-(trifluoromethyl)benzyl bromide), C([O-])(O)=O.[Na+] (sodium bicarbonate). Solvent: CN(C)C=O (DMF), CN(C)C=O (DMF). Conditions: time 20 minute. The product is COC(=O)C1=C(C2=CC=CC=C2C(=C1)F)OCC1=CC=C(C=C1)C(F)(F)F (4-fluoro-1-[4-(trifluoromethyl)benzyloxy]naphthalene-2-carboxylic acid methyl ester). Isolated yield 70.8%. Reaction SMILES: [CH3:1][O:2][C:3]([C:5]1[CH:14]=[C:13]([F:15])[C:12]2[C:7](=[CH:8][CH:9]=[CH:10][CH:11]=2)[C:6]=1[OH:16])=[O:4].C(=O)([O-])[O-].[Cs+].[Cs+].[I-].[K+].[F:25][C:26]([F:36])([F:35])[C:27]1[CH:34]=[CH:33][C:30]([CH2:31]Br)=[CH:29][CH:28]=1.C(=O)(O)[O-].[Na+]>CN(C=O)C>[CH3:1][O:2][C:3]([C:5]1[CH:14]=[C:13]([F:15])[C:12]2[C:7](=[CH:8][CH:9]=[CH:10][CH:11]=2)[C:6]=1[O:16][CH2:31][C:30]1[CH:29]=[CH:28][C:27]([C:26]([F:25])([F:35])[F:36])=[CH:34][CH:33]=1)=[O:4] |f:1.2.3,4.5,7.8|. Procedure details: To 0.190 g of 4-fluoro-1-hydroxynaphthalene-2-carboxylic acid methyl ester in 4 ml of dry DMF 560 mg of Cesium carbonate and 31 mg of potassium iodide was added. The mixture was stirred at ambient temperature for 20 minutes after which was added a solution of 0.31 g of 4-(trifluoromethyl)benzyl bromide in 2 ml of DMF. The mixture was stirred at room temperature for 3 h, poured into saturated sodium bicarbonate, extracted with ethyl acetate, washed with water, brine, dried (sodium sulphate), filt...